Dataset: the Open Reaction Database (ORD), a public repository of structured organic reaction records. Task: describe an organic reaction: reactants, conditions, products, and yield Starting materials: Brc1ccnc2ccc3c(c12)OCCO3, Cc1ccccc1, C=C[Sn](CCCC)(CCCC)CCCC, c1ccc(P(c2ccccc2)(c2ccccc2)[Pd](P(c2ccccc2)(c2ccccc2)c2ccccc2)(P(c2ccccc2)(c2ccccc2)c2ccccc2)P(c2ccccc2)(c2ccccc2)c2ccccc2)cc1. Yields the product C=Cc1ccnc2ccc3c(c12)OCCO3. RXN SMILES: [Br:1][c:2]1[cH:3][cH:4][n:5][c:6]2[cH:7][cH:8][c:9]3[c:10]([c:11]12)[O:12][CH2:13][CH2:14][O:15]3.[CH3:31][c:32]1[cH:33][cH:34][cH:35][cH:36][cH:37]1.[CH:16](=[CH2:17])[Sn:18]([CH2:19][CH2:20][CH2:21][CH3:22])([CH2:23][CH2:24][CH2:25][CH3:26])[CH2:27][CH2:28][CH2:29][CH3:30].[cH:38]1[cH:39][cH:40][c:41]([P:42]([Pd:43]([P:44]([c:45]2[cH:46][cH:47][cH:48][cH:49][cH:50]2)([c:51]2[cH:52][cH:53][cH:54][cH:55][cH:56]2)[c:57]2[cH:58][cH:59][cH:60][cH:61][cH:62]2)([P:63]([c:64]2[cH:65][cH:66][cH:67][cH:68][cH:69]2)([c:70]2[cH:71][cH:72][cH:73][cH:74][cH:75]2)[c:76]2[cH:77][cH:78][cH:79][cH:80][cH:81]2)[P:82]([c:83]2[cH:84][cH:85][cH:86][cH:87][cH:88]2)([c:89]2[cH:90][cH:91][cH:92][cH:93][cH:94]2)[c:95]2[cH:96][cH:97][cH:98][cH:99][cH:100]2)([c:101]2[cH:102][cH:103][cH:104][cH:105][cH:106]2)[c:107]2[cH:108][cH:109][cH:110][cH:111][cH:112]2)[cH:113][cH:114]1>>[c:2]1([CH:16]=[CH2:17])[cH:3][cH:4][n:5][c:6]2[cH:7][cH:8][c:9]3[c:10]([c:11]12)[O:12][CH2:13][CH2:14][O:15]3. Reactants: Cl.NO (Hydroxylamine hydrochloride), COC(=O)C1SCCC1=O (2-Methoxycarbonyl-3-oxotetrahydrothiophene), CCOCC (ether). Solvent: C(C)#N (acetonitrile). The product is NC1=C(SC=C1)C(=O)OC (methyl 3-aminothiophene-2-carboxylate). Reaction SMILES: [CH3:1][O:2][C:3]([CH:5]1[C:9](=O)[CH2:8][CH2:7][S:6]1)=[O:4].Cl.[NH2:12]O.CCOCC>C(#N)C>[NH2:12][C:9]1[CH:8]=[CH:7][S:6][C:5]=1[C:3]([O:2][CH3:1])=[O:4] |f:1.2|. Reported procedure: 2-Methoxycarbonyl-3-oxotetrahydrothiophene (2 g) was dissolved in acetonitrile (20 ml) with heating and stirring. Hydroxylamine hydrochloride (0.8 g) was added to the refluxing solution and the mixture was refluxed for 11/2hour. After cooling, ether (50 ml) was added and the precipitated straw-coloured solid was filtered off. The solid was dissolved in water and basified with 4M ammonia solution and extracted with dichloromethane (2×25 ml). The combined extracts were washed with water and with b... Solvent: C1CCOC1 (THF), C1CCOC1 (THF), C(Cl)Cl (CH2Cl2). Reactants: [H-].[H-].[H-].[H-].[Li+].[Al+3] (LiAlH4), [O-]S(=O)(=O)[O-].[Na+].[Na+] (Na2SO4), NC=1C=C2CCC(N(C2=CC1)CC(C)N1CCCC1)=O (6-amino-1-(2-(pyrrolidin-1-yl)propyl)-3,4-dihydroquinolin-2(1H)-one), [OH-].[Na+] (NaOH). The product is N1(CCCC1)C(CN1CCCC2=CC(=CC=C12)N)C (1-(2-(pyrrolidin-1-yl)propyl)-1,2,3,4-tetrahydroquinolin-6-amine). Procedure: A solution of 6-amino-1-(2-(pyrrolidin-1-yl)propyl)-3,4-dihydroquinolin-2(1H)-one (245 mg, 0.90 mmol) in 10 mL anhydrous THF was cooled to 0° C. and treated with dropwise addition of 1M LiAlH4 in THF (2.7 mL, 2.7 mmol). The suspension was stirred at room temperature overnight. After this time, the mixture was cooled to 0° C. and treated with 1.5 mL 1N NaOH dropwise with rapid stirring. After stirring for 30 minutes, the suspension was diluted with 10 mL CH2Cl2 was treated with Na2SO4. The suspen... RXN SMILES: [NH2:1][C:2]1[CH:3]=[C:4]2[C:9](=[CH:10][CH:11]=1)[N:8]([CH2:12][CH:13]([N:15]1[CH2:19][CH2:18][CH2:17][CH2:16]1)[CH3:14])[C:7](=O)[CH2:6][CH2:5]2.[H-].[H-].[H-].[H-].[Li+].[Al+3].[OH-].[Na+].[O-]S([O-])(=O)=O.[Na+].[Na+]>C1COCC1.C(Cl)Cl>[N:15]1([CH:13]([CH3:14])[CH2:12][N:8]2[C:9]3[C:4](=[CH:3][C:2]([NH2:1])=[CH:11][CH:10]=3)[CH2:5][CH2:6][CH2:7]2)[CH2:19][CH2:18][CH2:17][CH2:16]1 |f:1.2.3.4.5.6,7.8,9.10.11|. Reaction conditions: time 8 hour. Yield: 58.3%. Starting materials: Cc1ccnc2c1N=C(OS(=O)(=O)C(F)(F)F)c1cccnc1N2C1CC1, CC(C)OC(C)C, C1COCCO1, c1c[nH]cn1. The product is Cc1ccnc2c1N=C(n1ccnc1)c1cccnc1N2C1CC1. As a reaction SMILES: [CH:1]1([N:4]2[c:5]3[c:6]([c:23]([CH3:27])[cH:24][cH:25][n:26]3)[N:7]=[C:8]([O:15][S:16]([C:17]([F:18])([F:19])[F:20])(=[O:21])=[O:22])[c:9]3[c:10]2[n:11][cH:12][cH:13][cH:14]3)[CH2:2][CH2:3]1.[CH:33]([O:34][CH:35]([CH3:36])[CH3:37])([CH3:38])[CH3:39].[O:40]1[CH2:41][CH2:42][O:43][CH2:44][CH2:45]1.[nH:28]1[cH:29][n:30][cH:31][cH:32]1>>[CH:1]1([N:4]2[c:5]3[c:6]([c:23]([CH3:27])[cH:24][cH:25][n:26]3)[N:7]=[C:8]([n:28]3[cH:29][n:30][cH:31][cH:32]3)[c:9]3[c:10]2[n:11][cH:12][cH:13][cH:14]3)[CH2:2][CH2:3]1. Starting materials: CN(C(=O)OC(C)(C)C)C1CCN(Cc2ccccc2)C1, CO, O=CO, [OH-], [OH-], [Pd+2]. The product is CN(C(=O)OC(C)(C)C)C1CCNC1. As a reaction SMILES: [CH2:1]([c:2]1[cH:3][cH:4][cH:5][cH:6][cH:7]1)[N:8]1[CH2:9][CH:10]([N:13]([C:14]([O:15][C:16]([CH3:17])([CH3:18])[CH3:19])=[O:20])[CH3:21])[CH2:11][CH2:12]1.[CH3:22][OH:23].[CH:24]([OH:25])=[O:26].[OH-:27].[OH-:29].[Pd+2:28]>>[NH:8]1[CH2:9][CH:10]([N:13]([C:14]([O:15][C:16]([CH3:17])([CH3:18])[CH3:19])=[O:20])[CH3:21])[CH2:11][CH2:12]1. The reactants are CS(=O)(=O)ON1C(=NC2=NC=C(C=C21)Cl)C(F)(F)F (1-(Methylsulfonyloxy)-6-chloro-2-(trifluoromethyl)-1H-imidazo [4,5-b] pyridine), [I-].[Na+] (sodium iodide), CCOCC (ether), C([O-])(O)=O (bicarbonate). Run in CC(=O)C (acetone), CC(=O)C (acetone). Yields the product ClC=1C=C2C(=NC1)N=C(N2)C(F)(F)F (6-chloro-2-(trifluoromethyl)-1H-imidazo [4,5-b] pyridine). The yield is 71.2%. RXN SMILES: CS(O[N:6]1[C:14]2[C:9](=[N:10][CH:11]=[C:12]([Cl:15])[CH:13]=2)[N:8]=[C:7]1[C:16]([F:19])([F:18])[F:17])(=O)=O.[I-].[Na+].CCOCC.C(=O)(O)[O-]>CC(C)=O>[Cl:15][C:12]1[CH:13]=[C:14]2[NH:6][C:7]([C:16]([F:17])([F:18])[F:19])=[N:8][C:9]2=[N:10][CH:11]=1 |f:1.2|. Reported procedure: 1-(Methylsulfonyloxy)-6-chloro-2-(trifluoromethyl)-1H-imidazo [4,5-b] pyridine (20 milligrams) in 0.5 milliliter of acetone was treated with 0.1 gram of sodium iodide in 0.5 milliliter of acetone. The reaction mixture was shaken with ether and bicarbonate solution. The ether portion was dried over magnesium sulfate and evaporated, yielding 10 milligrams (about 73 percent) of 6-chloro-2-(trifluoromethyl)-1H-imidazo [4,5-b] pyridine. Reactants: ClC=1C=C2C(=CN(C2=CC1)CC=1NCCN1)S(=O)(=O)CCOC1OCCCC1 (5-chloro-1-(4,5-dihydro-1H-imidazol-2-ylmethyl)-3-[2-(tetrahydro-pyran-2-yloxy)-ethanesulfonyl]-1H-indole). Solvent: C(C)(=O)O.O (acetic acid water). Run at temperature 47.5 celsius, time 3 hour. Product: ClC=1C=C2C(=CN(C2=CC1)CC=1NCCN1)S(=O)(=O)CCO (2-[5-Chloro-1-(4,5-dihydro-1H-imidazol-2-ylmethyl)-1H-indole-3-sulfonyl]-ethanol). As a reaction SMILES: [Cl:1][C:2]1[CH:3]=[C:4]2[C:8](=[CH:9][CH:10]=1)[N:7]([CH2:11][C:12]1[NH:13][CH2:14][CH2:15][N:16]=1)[CH:6]=[C:5]2[S:17]([CH2:20][CH2:21][O:22]C1CCCCO1)(=[O:19])=[O:18]>C(O)(=O)C.O>[Cl:1][C:2]1[CH:3]=[C:4]2[C:8](=[CH:9][CH:10]=1)[N:7]([CH2:11][C:12]1[NH:13][CH2:14][CH2:15][N:16]=1)[CH:6]=[C:5]2[S:17]([CH2:20][CH2:21][OH:22])(=[O:18])=[O:19] |f:1.2|. Reported procedure: The 5-chloro-1-(4,5-dihydro-1H-imidazol-2-ylmethyl)-3-[2-(tetrahydro-pyran-2-yloxy)-ethanesulfonyl]-1H-indole (0.028 g) prepared in the previous Step was dissolved in 4 ml acetic acid:water (2:1) and stirred at 45-50° C. for 3 h. The solvents were removed under reduced pressure and the crude product was purified by column chromatography (silica gel) eluting with 3-5% methanol in methylene chloride with 0.1% ammonium hydroxide added. The 2-[5-Chloro-1-(4,5-dihydro-1H-imidazol-2-ylmethyl)-1H-indol...